This data is from the Open Reaction Database (ORD), a public repository of structured organic reaction records. The task is: describe an organic reaction: reactants, conditions, products, and yield The product is Brc1ccc2c(c1)CCC21OCCO1. Reactants: O=C1CCc2cc(Br)ccc21, OCCO, Cc1ccc(S(=O)(=O)O)cc1, c1ccccc1. Reaction SMILES: [Br:1][c:2]1[cH:3][c:4]2[c:8]([cH:9][cH:10]1)[C:7](=[O:11])[CH2:6][CH2:5]2.[OH:23][CH2:24][CH2:25][OH:26].[c:12]1([CH3:13])[cH:14][cH:15][c:16]([S:17]([OH:18])(=[O:19])=[O:20])[cH:21][cH:22]1.[cH:27]1[cH:28][cH:29][cH:30][cH:31][cH:32]1>>[Br:1][c:2]1[cH:3][c:4]2[c:8]([cH:9][cH:10]1)[C:7]1([CH2:6][CH2:5]2)[O:11][CH2:25][CH2:24][O:23]1.